From a dataset of the Open Reaction Database (ORD), a public repository of structured organic reaction records. describe an organic reaction: reactants, conditions, products, and yield Reactants: FC1=CC(=CC=2NC(COC21)=O)CO (8-fluoro-6-hydroxymethyl-4H-benzo[1,4]oxazin-3-one), C[N+]1(CCOCC1)[O-] (4-methylmorpholine-N-oxide), 4A. The reagents and catalysts are [Ru](=O)(=O)(=O)[O-].C(CC)[N+](CCC)(CCC)CCC (TPAP). Run in ClCCl (dichloromethane). Reaction conditions: time 8 hour. Yields the product FC1=CC(=CC=2NC(COC21)=O)C=O (8-Fluoro-3-oxo-3,4-dihydro-2H-1,4-benzoxazine-6-carbaldehyde). Reaction SMILES: [F:1][C:2]1[C:11]2[O:10][CH2:9][C:8](=[O:12])[NH:7][C:6]=2[CH:5]=[C:4]([CH2:13][OH:14])[CH:3]=1.C[N+]1([O-])CCOCC1>ClCCl.[Ru]([O-])(=O)(=O)=O.C([N+](CCC)(CCC)CCC)CC>[F:1][C:2]1[C:11]2[O:10][CH2:9][C:8](=[O:12])[NH:7][C:6]=2[CH:5]=[C:4]([CH:13]=[O:14])[CH:3]=1 |f:3.4|. Procedure details: Intermediate 23 was reacted to form 8-fluoro-6-hydroxymethyl-4H-benzo[1,4]oxazin-3-one in an analogous manner to intermediate 3. 1H NMR (DMSO-d6) δ 4.34 (s, 2H), 4.59 (s, 2H), 6.66 (s, 1H), 6.74 (s, 1H), 6.7 (s, 1H), 10.86 (bs, 1H). To a solution of 8-fluoro-6-hydroxymethyl-4H-benzo[1,4]oxazin-3-one (4.75 g, 24.09 mmol) in dichloromethane (250 mL) at room temperature was added 4-methylmorpholine-N-oxide (4.23 g, 36.1 mmol), TPAP (tetraproplyammonium perruthenate) (0.042 g, 1.2 mmol), and 4A mole... The reactants are [H][H] (hydrogen), N1=CC=C(C=C1)COC1=CC=C2CCC(C(C2=C1)=O)=CC=1C=NC=CC1 (7-(Pyridin-4-ylmethoxy)-2-pyridin-3-ylmethlene-3,4-dihydro-2H-naphthalen-1-one), CO (methanol). The reagents and catalysts are [Pd] (palladium on carbon). Product: CC=1C(=C2CCC(C(C2=CC1OCCC)=O)CC=1C=NC=CC1)OCCC (6-Methyl-5,7-dipropoxy-2-(pyridin-3-ylmethyl)-1,2,3,4-tetrahydronaphthalen-1-one). As a reaction SMILES: N1C=CC(CO[C:9]2[CH:18]=[C:17]3[C:12]([CH2:13][CH2:14][C:15](=[CH:20][C:21]4[CH:22]=[N:23][CH:24]=[CH:25][CH:26]=4)[C:16]3=[O:19])=[CH:11][CH:10]=2)=CC=1.[H][H].[CH3:29][OH:30]>[Pd]>[CH3:9][C:10]1[C:11]([O:19][CH2:16][CH2:15][CH3:14])=[C:12]2[C:17](=[CH:18][C:29]=1[O:30][CH2:10][CH2:9][CH3:18])[C:16](=[O:19])[CH:15]([CH2:20][C:21]1[CH:22]=[N:23][CH:24]=[CH:25][CH:26]=1)[CH2:14][CH2:13]2. Procedure details: A mixture of Compound 25 (3.96 g, 10.8 mmol) and 10% palladium on carbon (600 mg) in abs. methanol (100 mL) was hydrogenated at 1 atm for 12 hr. The hydrogen was replaced with nitrogen, the reaction was filtered and concentrated in vacuo. Chromatography of the residue on silica gel (elution with 20% ethyl acetate:hexanes) provided 2.72 g of Compound 26.